This data is from the Open Reaction Database (ORD), a public repository of structured organic reaction records. The task is: describe an organic reaction: reactants, conditions, products, and yield Starting materials: ClCCCC(=O)C1=CC=C(C=C1)F (4-chloro-4'-fluorobutyrophenone), CC(C1=CC=C(C=C1)F)(C1CCNCC1)O (α-methyl-α-(4-piperidyl)-p-fluorobenzyl alcohol), C([O-])([O-])=O.[Na+].[Na+] (sodium carbonate), [I-].[Na+] (sodium iodide). The solvent is CC(CC(C)=O)C (4-methyl-2-pentanone). Product: FC1=CC=C(C=C1)C(CCCN1CCC(CC1)C(C1=CC=C(C=C1)F)(C)O)=O (4'-fluro-4-[4-(α-hydroxy-α-methyl-p-fluorobenzyl)-piperidino]-butyrophenone). As a reaction SMILES: Cl[CH2:2][CH2:3][CH2:4][C:5]([C:7]1[CH:12]=[CH:11][C:10]([F:13])=[CH:9][CH:8]=1)=[O:6].[CH3:14][C:15]([OH:29])([CH:23]1[CH2:28][CH2:27][NH:26][CH2:25][CH2:24]1)[C:16]1[CH:21]=[CH:20][C:19]([F:22])=[CH:18][CH:17]=1.C(=O)([O-])[O-].[Na+].[Na+].[I-].[Na+]>CC(C)CC(=O)C>[F:13][C:10]1[CH:11]=[CH:12][C:7]([C:5](=[O:6])[CH2:4][CH2:3][CH2:2][N:26]2[CH2:27][CH2:28][CH:23]([C:15]([OH:29])([CH3:14])[C:16]3[CH:17]=[CH:18][C:19]([F:22])=[CH:20][CH:21]=3)[CH2:24][CH2:25]2)=[CH:8][CH:9]=1 |f:2.3.4,5.6|. Procedure: A mixture of 2.7 g of 4-chloro-4'-fluorobutyrophenone, 2.5 g of α-methyl-α-(4-piperidyl)-p-fluorobenzyl alcohol, 8 g of sodium carbonate, a crystal of sodium iodide and 30 ml of 4-methyl-2-pentanone is stirred and refluxed for 72 hours. The reaction mixture is worked up in the usual manner as described in the previous Examples. The product is isolated as described above and recrystallized from isopropanol to afford the 4'-fluro-4-[4-(α-hydroxy-α-methyl-p-fluorobenzyl)-piperidino]-butyrophenone, ... Starting materials: C1CCOC1, CSc1nncc(-c2cccc(Cl)c2)n1, CO, NN, O. Product: NNc1nncc(-c2cccc(Cl)c2)n1. Reaction SMILES: [CH2:16]1[O:17][CH2:18][CH2:19][CH2:20]1.[CH3:1][S:2][c:3]1[n:4][n:5][cH:6][c:7](-[c:9]2[cH:10][c:11]([Cl:15])[cH:12][cH:13][cH:14]2)[n:8]1.[CH3:21][OH:22].[NH2:23][NH2:24].[OH2:25]>>[c:3]1([NH:23][NH2:24])[n:4][n:5][cH:6][c:7](-[c:9]2[cH:10][c:11]([Cl:15])[cH:12][cH:13][cH:14]2)[n:8]1. Reactants: CC(C)(C)OC(=O)CCNC(=O)c1cccc(NC(=O)c2csc(NC(=O)NCc3ccccc3)n2)c1, ClCCl, O=C(O)C(F)(F)F. The product is O=C(O)CCNC(=O)c1cccc(NC(=O)c2csc(NC(=O)NCc3ccccc3)n2)c1. RXN SMILES: [CH2:1]([c:2]1[cH:3][cH:4][cH:5][cH:6][cH:7]1)[NH:8][C:9]([NH:10][c:11]1[s:12][cH:13][c:14]([C:16](=[O:17])[NH:18][c:19]2[cH:20][c:21]([C:22](=[O:23])[NH:24][CH2:25][CH2:26][C:27](=[O:28])[O:29][C:30]([CH3:31])([CH3:32])[CH3:33])[cH:34][cH:35][cH:36]2)[n:15]1)=[O:37].[CH2:45]([Cl:46])[Cl:47].[F:38][C:39]([F:40])([F:41])[C:42]([OH:43])=[O:44]>>[CH2:1]([c:2]1[cH:3][cH:4][cH:5][cH:6][cH:7]1)[NH:8][C:9]([NH:10][c:11]1[s:12][cH:13][c:14]([C:16](=[O:17])[NH:18][c:19]2[cH:20][c:21]([C:22](=[O:23])[NH:24][CH2:25][CH2:26][C:27](=[O:28])[OH:29])[cH:34][cH:35][cH:36]2)[n:15]1)=[O:37]. The reactants are FC(C1=CC=C(C=C1)C=C)(F)F (1-(trifluoromethyl)-4-vinylbenzene), BrC1=NOCC1 (bromo-4,5-dihydroisoxazole), OC=1C=NC=NC1 (5-hydroxypyrimidine). Yields the product N1=CN=CC(=C1)OC1=NOCC1 (3-(pyrimidin-5-yloxy)-4,5-dihydroisoxazole). Reaction SMILES: FC(F)(F)C1C=CC(C=C)=CC=1.Br[C:14]1[CH2:18][CH2:17][O:16][N:15]=1.[OH:19][C:20]1[CH:21]=[N:22][CH:23]=[N:24][CH:25]=1>>[N:22]1[CH:21]=[C:20]([O:19][C:14]2[CH2:18][CH2:17][O:16][N:15]=2)[CH:25]=[N:24][CH:23]=1. Procedure: 3-(pyrimidin-5-yloxy)-4,5-dihydroisoxazole I-168a and I-168b were prepared in 2 steps from 1-(trifluoromethyl)-4-vinylbenzene using the cycloaddition conditions from Method 1. The resulting bromo-4,5-dihydroisoxazole was reacted with 5-hydroxypyrimidine to provide racemic compound I-168 using Method 5. These compounds can be separated using chiral HPLC methods known in the art. For example, see chiral HPLC Method disclosed herein. [M+H]+=309.8 m/z. Activity: B Reported procedure: 43 ml of 1M lithium tri-sec-butylborohydride in tetrahydrofuran solution was added to 14.0 g of tert-butyl 3-oxo-2-{5-(phenylcarbamoyl)-2-furylmethyl}butanoate in 100 ml of tetrahydrofuran at -78° C. under stirring, and the resulting reaction solution was stirred at the same temperature for 1 hour. While the reaction solution was cooled with ice under stirring, 50 ml of 4N aqueous sodium hydroxide was added, and then 35 ml of 35% aqueous hydrogen peroxide was gradually added dropwise. The reacti... Reaction SMILES: C([BH-](C(CC)C)C(CC)C)(CC)C.[Li+].[O:15]=[C:16]([CH3:40])[CH:17]([CH2:25][C:26]1[O:27][C:28]([C:31](=[O:39])[NH:32][C:33]2[CH:38]=[CH:37][CH:36]=[CH:35][CH:34]=2)=[CH:29][CH:30]=1)[C:18]([O:20][C:21]([CH3:24])([CH3:23])[CH3:22])=[O:19].[OH-].[Na+].OO>O1CCCC1.O.C(OCC)C>[OH:15][CH:16]([CH3:40])[CH:17]([CH2:25][C:26]1[O:27][C:28]([C:31](=[O:39])[NH:32][C:33]2[CH:38]=[CH:37][CH:36]=[CH:35][CH:34]=2)=[CH:29][CH:30]=1)[C:18]([O:20][C:21]([CH3:24])([CH3:23])[CH3:22])=[O:19] |f:0.1,3.4|. Reactants: C(C)(CC)[BH-](C(C)CC)C(C)CC.[Li+] (lithium tri-sec-butylborohydride), O=C(C(C(=O)OC(C)(C)C)CC=1OC(=CC1)C(NC1=CC=CC=C1)=O)C (tert-butyl 3-oxo-2-{5-(phenylcarbamoyl)-2-furylmethyl}butanoate), OO (hydrogen peroxide), [OH-].[Na+] (sodium hydroxide). The solvent is O1CCCC1 (tetrahydrofuran), O1CCCC1 (tetrahydrofuran), O (water), C(C)OCC (Ethyl ether). Isolated yield 59.9%. Product: OC(C(C(=O)OC(C)(C)C)CC=1OC(=CC1)C(NC1=CC=CC=C1)=O)C (tert-butyl (2RS,3SR)-3-hydroxy-2-{5-(phenylcarbamoyl)-2-furylmethyl}butanoate).